From a dataset of the Open Reaction Database (ORD), a public repository of structured organic reaction records. describe an organic reaction: reactants, conditions, products, and yield Starting materials: ON1C(CCC1=O)=O (N-hydroxysuccinimide), C(CCCCCCC\C=C/CCCCCCCC)(=O)O (oleic acid). The solvent is C1CCOC1 (THF), C1CCOC1 (THF). Conditions: time 20 minute. The product is C1(CCC(N1)=O)=O.C(CCCCCCC\C=C/CCCCCCCC)(=O)O (cis-9-Octadecenoic acid succinimide). The yield is 83.0%. As a reaction SMILES: [C:1]([OH:20])(=[O:19])[CH2:2][CH2:3][CH2:4][CH2:5][CH2:6][CH2:7][CH2:8]/[CH:9]=[CH:10]\[CH2:11][CH2:12][CH2:13][CH2:14][CH2:15][CH2:16][CH2:17][CH3:18].O[N:22]1[C:26](=[O:27])[CH2:25][CH2:24][C:23]1=[O:28]>C1COCC1>[C:23]1(=[O:28])[NH:22][C:26](=[O:27])[CH2:25][CH2:24]1.[C:1]([OH:20])(=[O:19])[CH2:2][CH2:3][CH2:4][CH2:5][CH2:6][CH2:7][CH2:8]/[CH:9]=[CH:10]\[CH2:11][CH2:12][CH2:13][CH2:14][CH2:15][CH2:16][CH2:17][CH3:18] |f:3.4|. Procedure details: Dicyclcohexylcarbodiimide (24.1 g, 117 mmol) dissolved in THF is added to a solution of oleic acid (30 g, 106.2 mmol) in 150 ml of THF at 0° C. After 20 minutes, N-hydroxysuccinimide (13.5 g, 117 mmol) is added to the mixture. The mixture is slowly warmed to room temperature. After 18 hours at room temperature, cooling to 0° C. is effected, and the precipitate is sucked off. The filtrate is concentrated and purified on a silica gel column using ethyl acetate/heptene (1:3). Yield: 83% of a colorl... The reactants are FC1=NC=CC(=C1)N (2-fluoro-4-aminopyridine), C1(=CC=CC=C1)N=C=O (phenyl isocyanate). Run in C1=CC=CC=C1 (benzene). Reaction conditions: time 30 hour. The product is FC1=NC=CC(=C1)NC(=O)NC1=CC=CC=C1 (N-(2-fluoro-4-pyridyl)-N'-phenylurea). Yield: 48.9%. As a reaction SMILES: [F:1][C:2]1[CH:7]=[C:6]([NH2:8])[CH:5]=[CH:4][N:3]=1.[C:9]1([N:15]=[C:16]=[O:17])[CH:14]=[CH:13][CH:12]=[CH:11][CH:10]=1>C1C=CC=CC=1>[F:1][C:2]1[CH:7]=[C:6]([NH:8][C:16]([NH:15][C:9]2[CH:14]=[CH:13][CH:12]=[CH:11][CH:10]=2)=[O:17])[CH:5]=[CH:4][N:3]=1. Procedure details: 112 mg (1 mmol) of 2-fluoro-4-aminopyridine was added to 9 ml of dry benzene and to the resulting solution was further added 119 mg (1 mmol) of phenyl isocyanate. After stirring at room temperature for 30 hrs., the crystals which deposited were collected by filtration and then subjected to chromatography in a conventional manner using alumina. After developing the column with a benzene-ethyl acetate (3:1 by volume) solvent mixture, eluate containing the objective compound was collected. After di... Yields the product COC1CCN(CCCNc2n[n+]([O-])c3cc4c(cc3[n+]2[O-])CCC4)CC1. Starting materials: COC1CCN(CCCNc2nc3cc4c(cc3[n+]([O-])n2)CCC4)CC1, CO, CCOC(C)=O, Nc1cc2c(cc1[N+](=O)[O-])CCC2. RXN SMILES: [CH3:1][O:2][CH:3]1[CH2:4][CH2:5][N:6]([CH2:9][CH2:10][CH2:11][NH:12][c:13]2[n:14][n+:15]([O-:26])[c:16]3[c:17]([n:18]2)[cH:19][c:20]2[c:24]([cH:25]3)[CH2:23][CH2:22][CH2:21]2)[CH2:7][CH2:8]1.[CH3:40][OH:41].[CH3:42][CH2:43][O:44][C:45]([CH3:46])=[O:47].[N+:27](=[O:28])([c:29]1[cH:30][c:31]2[c:32]([cH:36][c:37]1[NH2:38])[CH2:33][CH2:34][CH2:35]2)[O-:39]>>[CH3:1][O:2][CH:3]1[CH2:4][CH2:5][N:6]([CH2:9][CH2:10][CH2:11][NH:12][c:13]2[n:14][n+:15]([O-:26])[c:16]3[c:17]([n+:18]2[O-:28])[cH:19][c:20]2[c:24]([cH:25]3)[CH2:23][CH2:22][CH2:21]2)[CH2:7][CH2:8]1.